This data is from the Open Reaction Database (ORD), a public repository of structured organic reaction records. The task is: describe an organic reaction: reactants, conditions, products, and yield Reactants: Oc1ccc(C2Cc3c(CBr)cc(O)cc3C3CCCC23)cc1, CO, CCOC(C)=O, Cl. Yields the product COCc1cc(O)cc2c1CC(c1ccc(O)cc1)C1CCCC21. As a reaction SMILES: [Br:3][CH2:4][c:5]1[c:6]2[c:11]([cH:12][c:13]([OH:15])[cH:14]1)[CH:10]1[CH:9]([CH:8]([c:19]3[cH:20][cH:21][c:22]([OH:25])[cH:23][cH:24]3)[CH2:7]2)[CH2:18][CH2:17][CH2:16]1.[CH3:1][OH:2].[CH3:27][CH2:28][O:29][C:30](=[O:31])[CH3:32].[ClH:26]>>[CH3:1][O:2][CH2:4][c:5]1[c:6]2[c:11]([cH:12][c:13]([OH:15])[cH:14]1)[CH:10]1[CH:9]([CH:8]([c:19]3[cH:20][cH:21][c:22]([OH:25])[cH:23][cH:24]3)[CH2:7]2)[CH2:18][CH2:17][CH2:16]1. Reactants: C(C)(C)C=1N=C(SC1)CCC1=CC=2N(C(C(=C(N2)N2CCOCC2)/C=C(/C(=O)OCC)\C)=O)C=C1 (ethyl (E)-3-{8-[2-(4-isopropyl-1,3-thiazol-2-yl)ethyl]-2-morpholino-4-oxo-4H-pyrido[1,2-a]pyrimidin-3-yl}-2-methyl-2-propenoate), C(C)(C)C=1N=C(SC1)CCC1=CC=2N(C(C(=C(N2)N2CCOCC2)/C=C(/C(=O)OCC)\C)=O)C=C1 (Ethyl (E)-3-{8-[2-(4-isopropyl-1,3-thiazol-2-yl)ethyl]-2-morpholino-4-oxo-4H-pyrido[1,2-a]pyrimidin-3-yl}-2-methyl-2-propenoate), [OH-].[Li+] (lithium hydroxide). Run in O1CCCC1 (tetrahydrofuran), O (water), CO (methanol), O (water). Run at time 1.5 hour. Product: C(C)(C)C=1N=C(SC1)CCC1=CC=2N(C(C(=C(N2)N2CCOCC2)/C=C(/C(=O)O)\C)=O)C=C1 ((E)-3-{8-[2-(4-Isopropyl-1,3-thiazol-2-yl)ethyl]-2-morpholino-4-oxo-4H-pyrido-[1,2-a] pyrimidin-3-yl}-2-methyl-2-propenoic acid). Yield: 33.3%. Reaction SMILES: [CH:1]([C:4]1[N:5]=[C:6]([CH2:9][CH2:10][C:11]2[CH:35]=[CH:34][N:14]3[C:15](=[O:33])[C:16](/[CH:25]=[C:26](\[CH3:32])/[C:27]([O:29]CC)=[O:28])=[C:17]([N:19]4[CH2:24][CH2:23][O:22][CH2:21][CH2:20]4)[N:18]=[C:13]3[CH:12]=2)[S:7][CH:8]=1)([CH3:3])[CH3:2].[OH-].[Li+]>O1CCCC1.CO.O>[CH:1]([C:4]1[N:5]=[C:6]([CH2:9][CH2:10][C:11]2[CH:35]=[CH:34][N:14]3[C:15](=[O:33])[C:16](/[CH:25]=[C:26](\[CH3:32])/[C:27]([OH:29])=[O:28])=[C:17]([N:19]4[CH2:24][CH2:23][O:22][CH2:21][CH2:20]4)[N:18]=[C:13]3[CH:12]=2)[S:7][CH:8]=1)([CH3:3])[CH3:2] |f:1.2|. Reported procedure: The ethyl (E)-3-{8-[2-(4-isopropyl-1,3-thiazol-2-yl)ethyl]-2-morpholino-4-oxo-4H-pyrido[1,2-a]pyrimidin-3-yl}-2-methyl-2-propenoate (14 mg) obtained in (A) was dissolved in tetrahydrofuran (4 ml) and methanol (1 ml), added with a solution of lithium hydroxide (1.4 mg) in water (1 ml) and stirred at room temperature for 1.5 hours. The reaction mixture was added with water and washed with ether, and then the aqueous layer was made acidic with diluted hydrochloric acid and extracted with ethyl acet... Reactants: BrC(Br)(Br)Br, CC1(F)C(O)OC(COC(=O)c2ccc(Cl)cc2)C1OC(=O)c1ccc(Cl)cc1, ClCCl, c1ccc(P(c2ccccc2)c2ccccc2)cc1, O=P(c1ccccc1)(c1ccccc1)c1ccccc1. The product is CC1(F)C(Br)OC(COC(=O)c2ccc(Cl)cc2)C1OC(=O)c1ccc(Cl)cc1. RXN SMILES: [C:49]([Br:50])([Br:51])([Br:52])[Br:53].[Cl:20][c:21]1[cH:22][cH:23][c:24]([C:25](=[O:26])[O:27][CH2:28][CH:29]2[O:30][CH:31]([OH:46])[C:32]([CH3:44])([F:45])[CH:33]2[O:34][C:35]([c:36]2[cH:37][cH:38][c:39]([Cl:42])[cH:40][cH:41]2)=[O:43])[cH:47][cH:48]1.[Cl:74][CH2:75][Cl:76].[c:1]1([P:2]([c:3]2[cH:4][cH:5][cH:6][cH:7][cH:8]2)[c:9]2[cH:10][cH:11][cH:12][cH:13][cH:14]2)[cH:15][cH:16][cH:17][cH:18][cH:19]1.[c:54]1([P:55](=[O:56])([c:57]2[cH:58][cH:59][cH:60][cH:61][cH:62]2)[c:63]2[cH:64][cH:65][cH:66][cH:67][cH:68]2)[cH:69][cH:70][cH:71][cH:72][cH:73]1>>[Cl:20][c:21]1[cH:22][cH:23][c:24]([C:25](=[O:26])[O:27][CH2:28][CH:29]2[O:30][CH:31]([Br:50])[C:32]([CH3:44])([F:45])[CH:33]2[O:34][C:35]([c:36]2[cH:37][cH:38][c:39]([Cl:42])[cH:40][cH:41]2)=[O:43])[cH:47][cH:48]1. Reactants: COC=1C=C2C(=CC=NC2=CC1OC)OC1=C(C=C(C=C1)N)C (4-(6,7-Dimethoxy-quinolin-4-yloxy)-3-methyl-phenylamine), FC1=CC=C(C=C1)N1C(N(C=C(C1=O)C(=O)O)C(C)C)=O (3-(4-fluorophenyl)-1-isopropyl-2,4-dioxo-1,2,3,4-tetrahydropyrimidine-5-carboxylic acid). The product is COC=1C=C2C(=CC=NC2=CC1OC)OC1=C(C=C(C=C1)NC(=O)C=1C(N(C(N(C1)C(C)C)=O)C1=CC=C(C=C1)F)=O)C (3-(4-Fluoro-phenyl)-1-isopropyl-2,4-dioxo-1,2,3,4-tetrahydro-pyrimidine-5-carboxylic acid [4-(6,7-dimethoxy-quinolin-4-yloxy)-3-methyl-phenyl]-amide). As a reaction SMILES: [CH3:1][O:2][C:3]1[CH:4]=[C:5]2[C:10](=[CH:11][C:12]=1[O:13][CH3:14])[N:9]=[CH:8][CH:7]=[C:6]2[O:15][C:16]1[CH:21]=[CH:20][C:19]([NH2:22])=[CH:18][C:17]=1[CH3:23].[F:24][C:25]1[CH:30]=[CH:29][C:28]([N:31]2[C:36](=[O:37])[C:35]([C:38](O)=[O:39])=[CH:34][N:33]([CH:41]([CH3:43])[CH3:42])[C:32]2=[O:44])=[CH:27][CH:26]=1>>[CH3:1][O:2][C:3]1[CH:4]=[C:5]2[C:10](=[CH:11][C:12]=1[O:13][CH3:14])[N:9]=[CH:8][CH:7]=[C:6]2[O:15][C:16]1[CH:21]=[CH:20][C:19]([NH:22][C:38]([C:35]2[C:36](=[O:37])[N:31]([C:28]3[CH:27]=[CH:26][C:25]([F:24])=[CH:30][CH:29]=3)[C:32](=[O:44])[N:33]([CH:41]([CH3:43])[CH3:42])[CH:34]=2)=[O:39])=[CH:18][C:17]=1[CH3:23]. Procedure: This compound was synthesized using 4-(6,7-Dimethoxy-quinolin-4-yloxy)-3-methyl-phenylamine and 3-(4-fluorophenyl)-1-isopropyl-2,4-dioxo-1,2,3,4-tetrahydropyrimidine-5-carboxylic acid using the procedure for example 1. mp=238-240° C.; LCMS m/z=585 (M+1); 1H NMR (DMSO-d6) δ: 10.92 (s, 1H), 8.65 (s, 1H), 8.44 (d, 1H, J=6 Hz), 7.73-7.67 (m, 2H), 7.55 (s, 1H), 7.45-7.41 (m, 2H), 7.39-7.34 (m, 3H), 7.17 (d, 1H, J=8 Hz), 6.31 (d, 1H, J=4.5 Hz), 4.78 (p, 1H, J=6 Hz), 3.95 (s, 6H), 2.09 (s, 3H), 1.43 (d... Reaction SMILES: [C:1](#[N:2])[c:3]1[c:4]([S:9](=[O:10])(=[O:11])[O:12][c:13]2[cH:14][c:15]([O:16][CH2:17][CH2:18][CH2:19][O:20][NH2:21])[cH:22][c:23]([CH3:25])[cH:24]2)[cH:5][cH:6][cH:7][cH:8]1.[CH3:35][N:36]([CH3:37])[CH:38]=[O:39].[ClH:26].[nH:27]1[cH:28][cH:29][c:30]([C:32](=[NH:33])[NH2:34])[n:31]1>>[C:1](#[N:2])[c:3]1[c:4]([S:9](=[O:10])(=[O:11])[O:12][c:13]2[cH:14][c:15]([O:16][CH2:17][CH2:18][CH2:19][O:20][NH:21][C:32](=[NH:33])[NH2:34])[cH:22][c:23]([CH3:25])[cH:24]2)[cH:5][cH:6][cH:7][cH:8]1.[ClH:26]. Yields the product Cc1cc(OCCCONC(=N)N)cc(OS(=O)(=O)c2ccccc2C#N)c1, Cl. Reactants: Cc1cc(OCCCON)cc(OS(=O)(=O)c2ccccc2C#N)c1, CN(C)C=O, Cl, N=C(N)c1cc[nH]n1. Starting materials: O(C1=CC=CC=C1)P(=O)(OC1=CC=CC=C1)OC=1N(CCOC1)C(=O)OC(C)(C)C (tert-butyl 5-((diphenoxyphosphoryl)oxy)-2H-1,4-oxazine-4(3H)-carboxylate), C(#N)C=1C=C(C=CC1)B(O)O (3-cyanophenylboronic acid). Isolated yield 63.0%. Reaction SMILES: O(P(O[C:18]1[N:19]([C:24]([O:26][C:27]([CH3:30])([CH3:29])[CH3:28])=[O:25])[CH2:20][CH2:21][O:22][CH:23]=1)(OC1C=CC=CC=1)=O)C1C=CC=CC=1.[C:31]([C:33]1[CH:34]=[C:35](B(O)O)[CH:36]=[CH:37][CH:38]=1)#[N:32]>>[C:31]([C:33]1[CH:38]=[C:37]([C:18]2[N:19]([C:24]([O:26][C:27]([CH3:28])([CH3:29])[CH3:30])=[O:25])[CH2:20][CH2:21][O:22][CH:23]=2)[CH:36]=[CH:35][CH:34]=1)#[N:32]. The product is C(#N)C=1C=C(C=CC1)C=1N(CCOC1)C(=O)OC(C)(C)C (tert-butyl 5-(3-cyanophenyl)-2H-1,4-oxazine-4(3H)-carboxylate). Procedure details: This compound was prepared from tert-butyl 5-((diphenoxyphosphoryl)oxy)-2H-1,4-oxazine-4(3H)-carboxylate and 3-cyanophenylboronic acid using a procedure similar to that described in Example 2 (Steps 1-3a) above. The product was isolated as an off-white solid (63% yield); 1H-NMR (d6-DMSO) 1.08 (9H, s), 3.69 (2H, t), 4.12 (2H, t), 6.61 (1H, s), 7.50-7.52 (2H, m), 7.62-7.66 (2H, m); MS ES(+) 231.0 (M+-tBu). IR λmax=2225, 1697 cm−1